The task is: describe an organic reaction: reactants, conditions, products, and yield. This data is from the Open Reaction Database (ORD), a public repository of structured organic reaction records. Reactants: CCCCCCCCN=C=O, OC(c1ccccc1)c1ccccc1, Nc1cc(C(F)(F)F)ccc1Oc1ccccc1C(=O)O, c1ccncc1. Yields the product CCCCCCCCNC(=O)Nc1cc(C(F)(F)F)ccc1Oc1ccccc1C(=O)O. Reaction SMILES: [CH2:36]([CH2:37][CH2:38][CH2:39][CH2:40][CH2:41][CH2:42][CH3:43])[N:44]=[C:45]=[O:46].[CH:22]([OH:23])([c:24]1[cH:25][cH:26][cH:27][cH:28][cH:29]1)[c:30]1[cH:31][cH:32][cH:33][cH:34][cH:35]1.[NH2:1][c:2]1[c:3]([O:4][c:5]2[c:6]([C:7](=[O:8])[OH:9])[cH:10][cH:11][cH:12][cH:13]2)[cH:14][cH:15][c:16]([C:18]([F:19])([F:20])[F:21])[cH:17]1.[cH:47]1[cH:48][cH:49][n:50][cH:51][cH:52]1>>[NH:1]([c:2]1[c:3]([O:4][c:5]2[c:6]([C:7](=[O:8])[OH:9])[cH:10][cH:11][cH:12][cH:13]2)[cH:14][cH:15][c:16]([C:18]([F:19])([F:20])[F:21])[cH:17]1)[C:45]([NH:44][CH2:36][CH2:37][CH2:38][CH2:39][CH2:40][CH2:41][CH2:42][CH3:43])=[O:46].